This data is from the Open Reaction Database (ORD), a public repository of structured organic reaction records. The task is: describe an organic reaction: reactants, conditions, products, and yield Reactants: C(C)(=O)OCC (ethyl acetate), N-hydrochloric acid, C[Mg]Br (methyl magnesium bromide), C(=O)C1=CC=CC(=N1)C(=O)N (6-formyl-2-pyridinecarboxamide), O (water). Run in O1CCCC1 (tetrahydrofuran). Product: OC(C)C1=CC=CC(=N1)C(=O)N (6-(1-hydroxyethyl)-2-pyridinecarboxamide). RXN SMILES: C[Mg]Br.[CH:4]([C:6]1[N:11]=[C:10]([C:12]([NH2:14])=[O:13])[CH:9]=[CH:8][CH:7]=1)=[O:5].O.[C:16](OCC)(=O)C>O1CCCC1>[OH:5][CH:4]([C:6]1[N:11]=[C:10]([C:12]([NH2:14])=[O:13])[CH:9]=[CH:8][CH:7]=1)[CH3:16]. Procedure details: An ethereal solution of methyl magnesium bromide (3 mol/l) (546 ml) was added dropwise to a solution of 6-formyl-2-pyridinecarboxamide (61.5 g) in tetrahydrofuran (900 ml) at 0°-13° C. with stirring. After the mixture was stirred at the same temperature for 2 hours and cold water was dropped to the reaction mixture under ice-cooling. To the mixture was added ethyl acetate and adjusted to pH 7 with N-hydrochloric acid. The separated organic layer was washed with brine, dried over magnesium sulfat... Starting materials: C(C)(C)N(C(C1=CC=CC=C1)=O)CC1OC2(OC1)C=1C=CN(C1CCC2Br)S(=O)(=O)C2=CC=C(C=C2)C (4'-(N-isopropyl-N-benzoylaminomethyl)-1-p-toluenesulfonyl-5-bromo-4,5,6,7-tetrahydroindole-4-spiro-2'-[1,3]dioxolane). The solvent is C(C)(=O)OCC (ethyl acetate), C1CCC2=NCCCN2CC1 (1,5-diazabicyclo[5,4,0]-5-undecene), CN(C=O)C (N,N-dimethylformamide). Run at temperature 85 celsius, time 24 hour. Product: C(C)(C)N(CC(COC1=C2C=CN(C2=CC=C1)S(=O)(=O)C1=CC=C(C=C1)C)O)C(C1=CC=CC=C1)=O (4-(N-isopropyl-N-benzoyl-3-amino-2-hydroxypropoxy)-1-p-toluenesulfonylindole). Yield: 41.0%. As a reaction SMILES: [CH:1]([N:4]([CH2:13][CH:14]1[CH2:18][O:17][C:16]2([CH:26](Br)[CH2:25][CH2:24][C:23]3[N:22]([S:28]([C:31]4[CH:36]=[CH:35][C:34]([CH3:37])=[CH:33][CH:32]=4)(=[O:30])=[O:29])[CH:21]=[CH:20][C:19]2=3)[O:15]1)[C:5](=[O:12])[C:6]1[CH:11]=[CH:10][CH:9]=[CH:8][CH:7]=1)([CH3:3])[CH3:2]>C1CCN2C(=NCCC2)CC1.CN(C)C=O.C(OCC)(=O)C>[CH:1]([N:4]([C:5](=[O:12])[C:6]1[CH:11]=[CH:10][CH:9]=[CH:8][CH:7]=1)[CH2:13][CH:14]([OH:15])[CH2:18][O:17][C:16]1[CH:26]=[CH:25][CH:24]=[C:23]2[C:19]=1[CH:20]=[CH:21][N:22]2[S:28]([C:31]1[CH:32]=[CH:33][C:34]([CH3:37])=[CH:35][CH:36]=1)(=[O:30])=[O:29])([CH3:3])[CH3:2]. Procedure: In a three necked flask equipped with a stirrer and a thermometer is added 4'-(N-isopropyl-N-benzoylaminomethyl)-1-p-toluenesulfonyl-5-bromo-4,5,6,7-tetrahydroindole-4-spiro-2'-[1,3]dioxolane (100 parts) and dissolved in a mixture of 1,5-diazabicyclo[5,4,0]-5-undecene (51 parts) and N,N-dimethylformamide (319 parts). After stirring for 24 hours at 85° C., the solution is cooled, diluted with ethyl acetate (300 parts) and washed thrice with water (50 parts). Aqueous washings are combined and wash... The reactants are N-aryl-benzenesulfonamides, C(C)(C)(C)C1=CC=C(C=C1)S(=O)(=O)Cl (4-tert-butyl-benzenesulfonyl chloride), NC1=C(C=C(C=C1)Cl)C(=O)C1=NN(C2=CC=CC=C12)C ((2-Amino-5-chloro-phenyl)-(1-methyl-1H-indazol-3-yl)-methanone). The product is C(C)(C)(C)C1=CC=C(C=C1)S(=O)(=O)NC1=C(C=C(C=C1)Cl)C(=O)C1=NN(C2=CC=CC=C12)C (4-tert-Butyl-N-[4-chloro-2-(1-methyl-1H-indazole-3-carbonyl)-phenyl]-benzenesulfonamide). Reaction SMILES: [C:1]([C:5]1[CH:10]=[CH:9][C:8]([S:11](Cl)(=[O:13])=[O:12])=[CH:7][CH:6]=1)([CH3:4])([CH3:3])[CH3:2].[NH2:15][C:16]1[CH:21]=[CH:20][C:19]([Cl:22])=[CH:18][C:17]=1[C:23]([C:25]1[C:33]2[C:28](=[CH:29][CH:30]=[CH:31][CH:32]=2)[N:27]([CH3:34])[N:26]=1)=[O:24]>>[C:1]([C:5]1[CH:10]=[CH:9][C:8]([S:11]([NH:15][C:16]2[CH:21]=[CH:20][C:19]([Cl:22])=[CH:18][C:17]=2[C:23]([C:25]2[C:33]3[C:28](=[CH:29][CH:30]=[CH:31][CH:32]=3)[N:27]([CH3:34])[N:26]=2)=[O:24])(=[O:13])=[O:12])=[CH:7][CH:6]=1)([CH3:4])([CH3:3])[CH3:2]. Procedure: The title compound was prepared according to the general procedure for the preparation of N-aryl-benzenesulfonamides using 4-tert-butyl-benzenesulfonyl chloride and (2-Amino-5-chloro-phenyl)-(1-methyl-1H-indazol-3-yl)-methanone and purified by HPLC: MS: m/z 483 (M++1). Starting materials: C(C)N(C(CCC(C1=CC=C(C=C1)NS(=O)(=O)C)=O)=O)CCCCCCC (N-ethyl-N-heptyl-γ-oxo-4-[(methylsulfonyl)amino]benzenebutanamide), CC=1C=C(C=CC1NS(=O)(=O)C)C(C)=O (3'-Methyl-4'-((methylsulfonyl)amino)acetophenone), solution, CSC.B (borane dimethylsulfide), C(Cl)Cl (CH2Cl2), Cl (HCl). Solvent: C1CCOC1 (THF), CCO (EtOH), CO (MeOH). Reaction conditions: time 30 minute. Yields the product C(C)N(CCCCC1=CC=C(C=C1)NS(=O)(=O)C)CCCCCCC (N-[4-[4 -(ethylheptylamino)butyl]phenyl]methanesulfonamide). Reaction SMILES: [CH2:1]([N:3]([CH2:21][CH2:22][CH2:23][CH2:24][CH2:25][CH2:26][CH3:27])[C:4](=O)[CH2:5][CH2:6][C:7](=O)[C:8]1[CH:13]=[CH:12][C:11]([NH:14][S:15]([CH3:18])(=[O:17])=[O:16])=[CH:10][CH:9]=1)[CH3:2].CC1C=C(C(=O)C)C=CC=1NS(C)(=O)=O.CSC.B.C(Cl)Cl.Cl>C1COCC1.CCO.CO>[CH2:1]([N:3]([CH2:21][CH2:22][CH2:23][CH2:24][CH2:25][CH2:26][CH3:27])[CH2:4][CH2:5][CH2:6][CH2:7][C:8]1[CH:9]=[CH:10][C:11]([NH:14][S:15]([CH3:18])(=[O:16])=[O:17])=[CH:12][CH:13]=1)[CH3:2] |f:2.3|. Procedure: A stirred solution of N-ethyl-N-heptyl-γ-oxo-4-[(methylsulfonyl)amino]benzenebutanamide as prepared in Preparation 3 (2.0 g, 0.005 mol) in THF (20 ml), under N2, is treated during 1 hour with a 1M solution of borane dimethylsulfide in CH2Cl2 (15.8 ml, 0.0158 mol). The mixture is kept at ambient temperature for 30 minutes and at reflux for 4 hours. It is then cooled in an ice bath and treated slowly with MeOH (2 ml). This mixture is kept at ambient temperature for 18 hours, acidified with a solut... The product is CN(C)CCC1=Cc2ccccc2N(C)c2ccc(Cl)cc21. Starting materials: CN(C)CCC1(CO)c2ccccc2N(C)c2ccc(Cl)cc21, [Na+], [OH-], Cc1ccccc1C. Reaction SMILES: [Cl:1][c:2]1[cH:3][c:4]2[c:13]([cH:14][cH:15]1)[N:12]([CH3:16])[c:11]1[c:6]([cH:7][cH:8][cH:9][cH:10]1)[C:5]2([CH2:17][CH2:18][N:19]([CH3:20])[CH3:21])[CH2:22][OH:23].[Na+:25].[OH-:24].[c:26]1([CH3:27])[c:28]([CH3:29])[cH:30][cH:31][cH:32][cH:33]1>>[Cl:1][c:2]1[cH:3][c:4]2[c:13]([cH:14][cH:15]1)[N:12]([CH3:16])[c:11]1[cH:6][cH:7][cH:8][cH:9][c:10]1[CH:22]=[C:5]2[CH2:17][CH2:18][N:19]([CH3:20])[CH3:21].